This data is from the Open Reaction Database (ORD), a public repository of structured organic reaction records. The task is: describe an organic reaction: reactants, conditions, products, and yield Product: O=C1COc2cc([N+](=O)[O-])c(Cl)cc2N1CCCCl. RXN SMILES: [C:16](=[O:17])([O-:18])[O-:19].[CH3:27][CH2:28][CH2:29][CH2:30][CH2:31][CH2:32][CH3:33].[CH3:34][CH2:35][O:36][C:37]([CH3:38])=[O:39].[Cl:1][c:2]1[c:3]([N+:13](=[O:14])[O-:15])[cH:4][c:5]2[c:6]([cH:12]1)[NH:7][C:8](=[O:11])[CH2:9][O:10]2.[Cl:22][CH2:23][CH2:24][CH2:25][I:26].[Cs+:20].[Cs+:21]>>[Cl:1][c:2]1[c:3]([N+:13](=[O:14])[O-:15])[cH:4][c:5]2[c:6]([cH:12]1)[N:7]([CH2:25][CH2:24][CH2:23][Cl:22])[C:8](=[O:11])[CH2:9][O:10]2. Starting materials: O=C([O-])[O-], CCCCCCC, CCOC(C)=O, O=C1COc2cc([N+](=O)[O-])c(Cl)cc2N1, ClCCCI, [Cs+], [Cs+]. Starting materials: C(C1=CC=CC=C1)N1N=CC=C1N (2-benzyl-2H-pyrazol-3-ylamine), C(C)OC(C(C(=O)OCC)=COCC)=O (2-ethoxymethylene-malonic acid diethyl ester). Run at temperature 120 celsius. Product: C(C)OC(C(C(=O)OCC)=CNC=1N(N=CC1)CC1=CC=CC=C1)=O (2-[(2-Benzyl-2H-pyrazol-3-ylamino)-methylene]-malonic acid diethyl ester). Isolated yield 75.0%. Reaction SMILES: [CH2:1]([N:8]1[C:12]([NH2:13])=[CH:11][CH:10]=[N:9]1)[C:2]1[CH:7]=[CH:6][CH:5]=[CH:4][CH:3]=1.[CH2:14]([O:16][C:17](=[O:28])[C:18](=[CH:24]OCC)[C:19]([O:21][CH2:22][CH3:23])=[O:20])[CH3:15]>>[CH2:14]([O:16][C:17](=[O:28])[C:18](=[CH:24][NH:13][C:12]1[N:8]([CH2:1][C:2]2[CH:3]=[CH:4][CH:5]=[CH:6][CH:7]=2)[N:9]=[CH:10][CH:11]=1)[C:19]([O:21][CH2:22][CH3:23])=[O:20])[CH3:15]. Procedure: To 2-benzyl-2H-pyrazol-3-ylamine (5.0 g, 0.0289 mol) was added 2-ethoxymethylene-malonic acid diethyl ester (5.78 mL, 0.0289 mol) and the mixture was heated at 120° C. for 4 hours. After cooling down to RT, the crude mixture was purified by column chromatography (SiO2, EtOAc/Heptane 1/1) to give 7.44 g (75%) of the title compound as a light yellow oil. As a reaction SMILES: [Br:11][CH2:12][CH:13]1[CH2:14][CH2:15][N:16]([CH:19]=[O:20])[CH2:17][CH2:18]1.[CH3:21][N:22]([CH3:23])[CH:24]=[O:25].[H-:10].[N+:1](=[O:2])([O-:3])[c:4]1[nH:5][cH:6][cH:7][n:8]1.[Na+:9]>>[N+:1](=[O:2])([O-:3])[c:4]1[n:5]([CH2:12][CH:13]2[CH2:14][CH2:15][N:16]([CH:19]=[O:20])[CH2:17][CH2:18]2)[cH:6][cH:7][n:8]1. Starting materials: O=CN1CCC(CBr)CC1, CN(C)C=O, [H-], O=[N+]([O-])c1ncc[nH]1, [Na+]. Yields the product O=CN1CCC(Cn2ccnc2[N+](=O)[O-])CC1. Starting materials: CC1=C(C=CC=C1)C1=NSC(=N1)S(=O)(=O)N (3-(2-methylphenyl)-1,2,4-thiadiazole-5-sulfonamide), S(=O)(Cl)Cl (thionyl chloride), C(=O)N1CCOCC1 (N-formylmorpholine), ice water. Run at time 3 hour. Yields the product N1(CCOCC1)C=NS(=O)(=O)C1=NC(=NS1)C1=C(C=CC=C1)C (N-(4-Morpholinylmethylene)-3-(2-methylphenyl)-1,2,4-thiadiazole-5-sulfonamide). Reaction SMILES: [CH3:1][C:2]1[CH:7]=[CH:6][CH:5]=[CH:4][C:3]=1[C:8]1[N:12]=[C:11]([S:13]([NH2:16])(=[O:15])=[O:14])[S:10][N:9]=1.S(Cl)(Cl)=O.[CH:21]([N:23]1[CH2:28][CH2:27][O:26][CH2:25][CH2:24]1)=O>>[N:23]1([CH:21]=[N:16][S:13]([C:11]2[S:10][N:9]=[C:8]([C:3]3[CH:4]=[CH:5][CH:6]=[CH:7][C:2]=3[CH3:1])[N:12]=2)(=[O:15])=[O:14])[CH2:28][CH2:27][O:26][CH2:25][CH2:24]1. Reported procedure: To a solution of 3.5 g of 3-(2-methylphenyl)-1,2,4-thiadiazole-5-sulfonamide in 18 ml of N-formylmorpholine at -5° C. was added 5 ml of thionyl chloride. The resulting mixture was stirred for 3 hours at room temperature, then poured into ice water and stirred for 30 minutes. The solid was collected, washed with water and sucked dry. The solid was then triturated with ether, ether/hexane (1:1) and hexane successively. The product was dried (P2O5) to give 4.52 g of solid, m.p. 151°-153° C. Starting materials: N#Cc1c(N)cccc1F, CC(C)(CO)NC(=O)C1CCCCC1. Yields the product CC(C)(COc1cccc(N)c1C#N)NC(=O)C1CCCCC1. Reaction SMILES: [NH2:15][c:16]1[c:17]([C:18]#[N:19])[c:20]([F:24])[cH:21][cH:22][cH:23]1.[OH:1][CH2:2][C:3]([CH3:4])([CH3:5])[NH:6][C:7](=[O:8])[CH:9]1[CH2:10][CH2:11][CH2:12][CH2:13][CH2:14]1>>[O:1]([CH2:2][C:3]([CH3:4])([CH3:5])[NH:6][C:7](=[O:8])[CH:9]1[CH2:10][CH2:11][CH2:12][CH2:13][CH2:14]1)[c:20]1[c:17]([C:18]#[N:19])[c:16]([NH2:15])[cH:23][cH:22][cH:21]1. Starting materials: C(C)S(=O)(=O)Cl (EtSO2Cl), NC=1C=C(C=NC1)C1=CC2=C(N(C(S2)=O)C)C=C1 (6-(5-aminopyridin-3-yl)-3-methylbenzo[d]thiazol-2(3H)-one). Run in N1=CC=CC=C1 (pyridine). Run at time 3 hour. Yields the product CN1C(SC2=C1C=CC(=C2)C=2C=C(C=NC2)NS(=O)(=O)CC)=O (N-(5-(3-methyl-2-oxo-2,3-dihydrobenzo[d]thiazol-6-yl)pyridin-3-yl)ethanesulfonamide). Yield: 57.2%. RXN SMILES: [CH2:1]([S:3](Cl)(=[O:5])=[O:4])[CH3:2].[NH2:7][C:8]1[CH:9]=[C:10]([C:14]2[CH:24]=[CH:23][C:17]3[N:18]([CH3:22])[C:19](=[O:21])[S:20][C:16]=3[CH:15]=2)[CH:11]=[N:12][CH:13]=1>N1C=CC=CC=1>[CH3:22][N:18]1[C:17]2[CH:23]=[CH:24][C:14]([C:10]3[CH:9]=[C:8]([NH:7][S:3]([CH2:1][CH3:2])(=[O:5])=[O:4])[CH:13]=[N:12][CH:11]=3)=[CH:15][C:16]=2[S:20][C:19]1=[O:21]. Procedure: General sulfonylation procedure: EtSO2Cl (51.4 mg, 0.4 mmol) was added dropwise to a solution of 6-(5-aminopyridin-3-yl)-3-methylbenzo[d]thiazol-2(3H)-one (Example 50: 28 mg, 0.1 mmol) in pyridine (2 mL) at 0° C. The resulting mixture was slowly warmed up to room temperature and stirred for additional 3 hrs at this temperature. After concentration, the residue was purified by flash column (MeOH/CH2Cl2, v/v, 1-3%) and yielded yellow solid (20 mg), MS (ESI) m/z 350.4 (M±H)+. 1H NMR (400 MHz, MeOD)... The reactants are COc1nc(OCCN2CCCC2)ccc1N, O=S(=O)(Cl)c1ccc(CCCF)cc1, c1ccncc1. Yields the product COc1nc(OCCN2CCCC2)ccc1NS(=O)(=O)c1ccc(CCCF)cc1. RXN SMILES: [CH3:1][O:2][c:3]1[n:4][c:5]([O:10][CH2:11][CH2:12][N:13]2[CH2:14][CH2:15][CH2:16][CH2:17]2)[cH:6][cH:7][c:8]1[NH2:9].[F:18][CH2:19][CH2:20][CH2:21][c:22]1[cH:23][cH:24][c:25]([S:28](=[O:29])(=[O:30])[Cl:31])[cH:26][cH:27]1.[cH:32]1[cH:33][cH:34][n:35][cH:36][cH:37]1>>[CH3:1][O:2][c:3]1[n:4][c:5]([O:10][CH2:11][CH2:12][N:13]2[CH2:14][CH2:15][CH2:16][CH2:17]2)[cH:6][cH:7][c:8]1[NH:9][S:28]([c:25]1[cH:24][cH:23][c:22]([CH2:21][CH2:20][CH2:19][F:18])[cH:27][cH:26]1)(=[O:29])=[O:30]. The reactants are COC1=NC=C(C(=N1)OC)B(O)O (2,4-Dimethoxy-pyrimidine-5-boronic acid), ClC1=NC=C(C=C1)I (2-chloro-5-iodopyridine), C(=O)([O-])[O-].[Na+].[Na+] (Na2CO3), C1=CC=C(C=C1)P(C2=CC=CC=C2)C3=CC=CC=C3 (PPh3). The reagents and catalysts are CC(=O)[O-].CC(=O)[O-].[Pd+2] (Pd(OAc)2). Run in C(CC)O (n-PrOH). Product: ClC1=CC=C(C=N1)C=1C(=NC(=NC1)OC)OC (5-(6-Chloro-pyridin-3-yl)-2,4-dimethoxy-pyrimidine). RXN SMILES: [CH3:1][O:2][C:3]1[N:8]=[C:7]([O:9][CH3:10])[C:6](B(O)O)=[CH:5][N:4]=1.[Cl:14][C:15]1[CH:20]=[CH:19][C:18](I)=[CH:17][N:16]=1.C([O-])([O-])=O.[Na+].[Na+].C1C=CC(P(C2C=CC=CC=2)C2C=CC=CC=2)=CC=1>C(O)CC.CC([O-])=O.CC([O-])=O.[Pd+2]>[Cl:14][C:15]1[N:16]=[CH:17][C:18]([C:6]2[C:7]([O:9][CH3:10])=[N:8][C:3]([O:2][CH3:1])=[N:4][CH:5]=2)=[CH:19][CH:20]=1 |f:2.3.4,7.8.9|. Reported procedure: 2,4-Dimethoxy-pyrimidine-5-boronic acid (1.14 g, 6.26 mmol) was dissolved in degassed n-PrOH (20 ml) and then 2-chloro-5-iodopyridine (1 g, 4.2 mmol), Na2CO3 (884 mg, 15.8 mmol), PPh3 (109 mg, 0.42 mmol) and Pd(OAc)2 (46 mg) were added. The suspension was stirred at reflux for 2.5 hours. The solvent was evaporated under vacuum and the crude was partitioned between water and DCM. The organic phase was dried (Na2SO4) and evaporated to give the title compound that was used in the next step without ... Reactants: unused base, C=C1CC(=O)O1 (diketene), N#N (N2), Cl (HCl), ClCl (Cl2), C=C1CC(=O)O1 (diketene), ClCCCl (1,2-dichloroethane), [OH-].[Na+] (NaOH), [OH-].[Na+] (NaOH), [OH-].[Na+] (NaOH). Run in O (water), O (water). Reaction conditions: time 8 hour. Yields the product O=C(CC(=O)Cl)CCl (3-oxo-4-chlorobutyryl chloride), Cl (HCl). The yield is 99.8%. Reaction SMILES: ClCl.[CH2:3]=[C:4]1[O:8]C(=O)C1.N#N.[OH-:11].[Na+].[ClH:13].[Cl:14][CH2:15][CH2:16][Cl:17]>O>[O:3]=[C:4]([CH2:8][Cl:13])[CH2:15][C:16]([Cl:17])=[O:11].[ClH:14] |f:3.4|. Procedure: A solution of 3-oxo-4-chlorobutyryl chloride was prepared by passing in 0.645 mols of Cl2 gas into a solution of 0.645 mol of diketene at -20°C in 1,2-dichloroethane which was approximately 2/3 solvent by volume. The starting diketene was of approximately 98.1 percent purity as assayed by NMR spectroscopy. The solution was then treated in a three neck flask fitted with thermometer, dropping funnel, condenser, mechanical stirrer and a N2 inlet and outlet with 11.8 ml of water (0.655 mol) added sl...